The task is: describe an organic reaction: reactants, conditions, products, and yield. This data is from the Open Reaction Database (ORD), a public repository of structured organic reaction records. Starting materials: C1CCC(CC1)N=C=NC2CCCCC2 (DCC), C(C1=CC=CC=C1)OC(=O)NCCCCCC(=O)O (ε-benzyloxycarbonylaminocaproic acid), CS(=O)(=O)OC1=CC2=CC=C(C=C2C=C1)C(N)=N (6-amidino-2-naphthol methanesulfonate). The solvent is N1=CC=CC=C1 (pyridine). Reaction conditions: time 30 minute. The product is C(C1=CC=CC=C1)OC(=O)NCCCCCC(=O)OC1=CC2=CC=C(C=C2C=C1)C(N)=N (6-amidino-2-naphthyl ε-benzyloxycarbonylaminocaproate). The yield is 80.7%. RXN SMILES: [CH2:1]([O:8][C:9]([NH:11][CH2:12][CH2:13][CH2:14][CH2:15][CH2:16][C:17]([OH:19])=[O:18])=[O:10])[C:2]1[CH:7]=[CH:6][CH:5]=[CH:4][CH:3]=1.C1CCC(N=C=NC2CCCCC2)CC1.CS(O[C:40]1[CH:49]=[CH:48][C:47]2[C:42](=[CH:43][CH:44]=[C:45]([C:50](=[NH:52])[NH2:51])[CH:46]=2)[CH:41]=1)(=O)=O>N1C=CC=CC=1>[CH2:1]([O:8][C:9]([NH:11][CH2:12][CH2:13][CH2:14][CH2:15][CH2:16][C:17]([O:19][C:40]1[CH:49]=[CH:48][C:47]2[C:42](=[CH:43][CH:44]=[C:45]([C:50](=[NH:51])[NH2:52])[CH:46]=2)[CH:41]=1)=[O:18])=[O:10])[C:2]1[CH:3]=[CH:4][CH:5]=[CH:6][CH:7]=1. Reported procedure: To a solution of 4.7 g of ε-benzyloxycarbonylaminocaproic acid in 50 ml of anhydrous pyridine, while being cooled in ice, was added 4.4 g of DCC. After stirring for 30 minutes, 5.0 g of 6-amidino-2-naphthol methanesulfonate was added to the mixture and stirred overnight at room temperature. The precipitate was separated by filtration and washed with a small volume of pyridine. The filtrate and the washings were added to stirred ethyl ether. The precipitated crystals were collected by filtration,... Reactants: Cl, Cl, Cl, O=C(O)C1CCOCC1, NC1CCC(CCN2CCN(c3nccc4ccoc34)CC2)CC1. Yields the product O=C(NC1CCC(CCN2CCN(c3nccc4ccoc34)CC2)CC1)C1CCOCC1. RXN SMILES: [ClH:1].[ClH:2].[ClH:3].[O:28]1[CH2:29][CH2:30][CH:31]([C:34](=[O:35])[OH:36])[CH2:32][CH2:33]1.[o:4]1[cH:5][cH:6][c:7]2[c:8]1[c:9]([N:13]1[CH2:14][CH2:15][N:16]([CH2:19][CH2:20][CH:21]3[CH2:22][CH2:23][CH:24]([NH2:27])[CH2:25][CH2:26]3)[CH2:17][CH2:18]1)[n:10][cH:11][cH:12]2>>[o:4]1[cH:5][cH:6][c:7]2[c:8]1[c:9]([N:13]1[CH2:14][CH2:15][N:16]([CH2:19][CH2:20][CH:21]3[CH2:22][CH2:23][CH:24]([NH:27][C:34]([CH:31]4[CH2:30][CH2:29][O:28][CH2:33][CH2:32]4)=[O:35])[CH2:25][CH2:26]3)[CH2:17][CH2:18]1)[n:10][cH:11][cH:12]2. Starting materials: C(C)(C)(C)OC(=O)N1[C@@H](CC(C1)=NOC)C(=O)O ((2S,4EZ)-1-(tert-butoxycarbonyl)-4-(methoxyimino)-2-pyrrolidinecarboxylic acid), CC1=C(C(=CC=C1)C)C1=CC=C(C=C1)C(=O)O (2′,6′-dimethyl[1,1′-biphenyl]-4-carboxylic acid), N[C@H]1[C@H](CCCC1)C(=O)N ((1S,2R)-2-aminocyclohexanecarboxamide). The product is NC(=O)[C@@H]1[C@@H](CCCC1)NC(=O)[C@H]1N(CC(C1)=NOC)C(=O)C1=CC=C(C=C1)C1=C(C=CC=C1C)C ((2S,4EZ)-N-[(1R,2S)-2-(aminocarbonyl)cyclohexyl]-1-[(2′,6′-dimethyl[1,1′-biphenyl]-4-yl)carbonyl]-4-(methoxyimino)-2-pyrrolidinecarboxamide). RXN SMILES: C(O[C:6]([N:8]1[CH2:12][C:11](=[N:13][O:14][CH3:15])[CH2:10][C@H:9]1[C:16]([OH:18])=O)=[O:7])(C)(C)C.[CH3:19][C:20]1[CH:25]=[CH:24][CH:23]=[C:22]([CH3:26])[C:21]=1[C:27]1[CH:32]=[CH:31][C:30](C(O)=O)=[CH:29][CH:28]=1.[NH2:36][C@@H:37]1[CH2:42][CH2:41][CH2:40][CH2:39][C@@H:38]1[C:43]([NH2:45])=[O:44]>>[NH2:45][C:43]([C@H:38]1[CH2:39][CH2:40][CH2:41][CH2:42][C@H:37]1[NH:36][C:16]([C@@H:9]1[CH2:10][C:11](=[N:13][O:14][CH3:15])[CH2:12][N:8]1[C:6]([C:30]1[CH:29]=[CH:28][C:27]([C:21]2[C:22]([CH3:26])=[CH:23][CH:24]=[CH:25][C:20]=2[CH3:19])=[CH:32][CH:31]=1)=[O:7])=[O:18])=[O:44]. Procedure: Following the general method as outlined in Example 22, starting from (2S,4EZ)-1-(tert-butoxycarbonyl)-4-(methoxyimino)-2-pyrrolidinecarboxylic acid, 2′,6′-dimethyl[1,1′-biphenyl]-4-carboxylic acid, and (1S,2R)-2-aminocyclohexanecarboxamide, the title compound was obtained in 92% purity by HPLC. MS(ESI+): m/z=491.